This data is from the Open Reaction Database (ORD), a public repository of structured organic reaction records. The task is: describe an organic reaction: reactants, conditions, products, and yield Starting materials: Nc1c(F)cccc1Cl, Cl, Cl, O=N[O-], [Na+], O. Yields the product O=[N+]([O-])c1c(F)cccc1Cl. RXN SMILES: [Cl:2][c:3]1[c:4]([NH2:5])[c:6]([F:10])[cH:7][cH:8][cH:9]1.[ClH:11].[ClH:1].[N:12](=[O:13])[O-:14].[Na+:15].[OH2:16]>>[Cl:2][c:3]1[c:4]([N+:12](=[O:13])[O-:14])[c:6]([F:10])[cH:7][cH:8][cH:9]1. The reactants are [BH4-].[Na+] (Sodium borohydride), O1COC2=C1C=CC(=C2)C(C(=O)NS(=O)(=O)C2=CC=C(C=C2)C)C2=CN(C1=CC(=CC=C21)C=O)C (3-{1-(1,3-Benzodioxol-5-yl)-2-[(4-methylphenyl)sulfonamido]-2-oxoethyl}-6-formyl-1-methyl-1H-indole). Run in C(C)O (ethanol). The product is O1COC2=C1C=CC(=C2)C(C(=O)NS(=O)(=O)C2=CC=C(C=C2)C)C2=CN(C1=CC(=CC=C21)CO)C (3-{1-(1,3-Benzodioxol-5-yl)-2-[(4-methylphenyl)sulfonamido]-2-oxoethyl}-6-(hydroxymethyl)-1-methyl-1H-indole). Isolated yield 70.8%. RXN SMILES: [BH4-].[Na+].[O:3]1[C:7]2[CH:8]=[CH:9][C:10]([CH:12]([C:26]3[C:34]4[C:29](=[CH:30][C:31]([CH:35]=[O:36])=[CH:32][CH:33]=4)[N:28]([CH3:37])[CH:27]=3)[C:13]([NH:15][S:16]([C:19]3[CH:24]=[CH:23][C:22]([CH3:25])=[CH:21][CH:20]=3)(=[O:18])=[O:17])=[O:14])=[CH:11][C:6]=2[O:5][CH2:4]1>C(O)C>[O:3]1[C:7]2[CH:8]=[CH:9][C:10]([CH:12]([C:26]3[C:34]4[C:29](=[CH:30][C:31]([CH2:35][OH:36])=[CH:32][CH:33]=4)[N:28]([CH3:37])[CH:27]=3)[C:13]([NH:15][S:16]([C:19]3[CH:20]=[CH:21][C:22]([CH3:25])=[CH:23][CH:24]=3)(=[O:18])=[O:17])=[O:14])=[CH:11][C:6]=2[O:5][CH2:4]1 |f:0.1|. Procedure: Sodium borohydride (51 mg, 1.33 mmol) was added to a stirred solution of 3-{1-(1,3-benzodioxol-5-yl)-2-[(4-methylphenyl)sulfonamido]-2-oxoethyl}-6-bromo-1-methyl-1H-indole (from Example 94, 305 mg, 0.66 mmol) in ethanol (10 ml) at room temperature under a nitrogen atmosphere. After 1 h the ethanol was removed in vacuo and the product was extracted from 0.5N hydrochloric acid (50 ml) with dichloromethane (2×50 ml). The organic layers were dried (MgSO4) and concentrated. Flash column chromatograph... Procedure: 0.41 g of trifluoromethanesulfonic acid was added to a mixture of 0.5 g of 3-amino-2-(methoxycarbonyl)methoxypyridine, 1.5 ml of 1,2-dimethoxyethane and 0.5 ml of dichloromethane dropwise at −5° C. The mixture was stirred for 10 minutes at the same temperature, then, a solution of 0.34 g of t-butyl nitrite in 0.5 ml of 1,2-dimethoxyethane was added to the reaction solution dropwise at −5° C. or lower. The mixture was stirred for 1 hour at the same temperature, then, n-pentane was poured into the... As a reaction SMILES: FC(F)(F)S(O)(=O)=[O:4].N[C:10]1[C:11]([O:16][CH2:17][C:18]([O:20][CH3:21])=[O:19])=[N:12][CH:13]=[CH:14][CH:15]=1.ClCCl.N([O:27][C:28]([CH3:31])(C)C)=O>COCCOC.C(OC(=O)C)(=O)C.O.CCCCC>[C:28]([O:27][C:10]1[C:11]([O:16][CH2:17][C:18]([O:20][CH3:21])=[O:19])=[N:12][CH:13]=[CH:14][CH:15]=1)(=[O:4])[CH3:31]. Starting materials: N(=O)OC(C)(C)C (t-butyl nitrite), FC(S(=O)(=O)O)(F)F (trifluoromethanesulfonic acid), NC=1C(=NC=CC1)OCC(=O)OC (3-amino-2-(methoxycarbonyl)methoxypyridine), ClCCl (dichloromethane). Yields the product C(C)(=O)OC=1C(=NC=CC1)OCC(=O)OC (3-acetoxy-2-(methoxycarbonyl)methoxypyridine). Solvent: O (water), CCCCC (n-pentane), COCCOC (1,2-dimethoxyethane), COCCOC (1,2-dimethoxyethane), C(C)(=O)OC(C)=O (acetic anhydride). The yield is 48.8%. Conditions: time 10 minute. Reactants: [Sn](Cl)Cl (Tin(II) chloride), C(C1=CC=CC=C1)OC1=C(C=C(C=C1Cl)[N+](=O)[O-])Cl (2-(benzyloxy)-1,3-dichloro-5-nitrobenzene), C(=O)([O-])C(O)C(O)C(=O)[O-].[K+].[Na+] (sodium potassium tartrate). The solvent is C(C)(=O)OCC (ethyl acetate), C(C)O (ethanol), [Cl-].[Na+].O (brine). Conditions: temperature 70 celsius. Yields the product C(C1=CC=CC=C1)OC1=C(C=C(N)C=C1Cl)Cl (4-(benzyloxy)-3,5-dichloroaniline). Reaction SMILES: [Sn](Cl)Cl.[CH2:4]([O:11][C:12]1[C:17]([Cl:18])=[CH:16][C:15]([N+:19]([O-])=O)=[CH:14][C:13]=1[Cl:22])[C:5]1[CH:10]=[CH:9][CH:8]=[CH:7][CH:6]=1.C(C(C(C([O-])=O)O)O)([O-])=O.[K+].[Na+]>C(O)C.C(OCC)(=O)C.[Cl-].[Na+].O>[CH2:4]([O:11][C:12]1[C:13]([Cl:22])=[CH:14][C:15]([NH2:19])=[CH:16][C:17]=1[Cl:18])[C:5]1[CH:6]=[CH:7][CH:8]=[CH:9][CH:10]=1 |f:2.3.4,7.8.9|. Procedure details: Tin(II) chloride (22 g, 98 mmol) was added to a stirring solution of 2-(benzyloxy)-1,3-dichloro-5-nitrobenzene (5.8 g, 19 mmol) in ethanol (80 mL), and the resulting suspension was heated to 70° C. After 1 h the mixture was cooled to room temperature and diluted with ethyl acetate (200 mL). The mixture was poured into brine (100 mL) and the resulting emulsion stirred with sodium potassium tartrate solution (200 mL). The mixture was extracted with ethyl acetate and the combined organic layers dri... The reactants are CCOC(=O)C(OCC)OCC, CC(C)(C)[O-], CCO, CC(=O)CC(C)(C)NC(=O)c1ccccc1, [Na+]. Product: CCOC(OCC)C(=O)CC(=O)CC(C)(C)NC(=O)c1ccccc1. As a reaction SMILES: [CH2:23]([CH3:24])[O:25][CH:26]([C:27](=[O:28])[O:29][CH2:30][CH3:31])[O:32][CH2:33][CH3:34].[CH3:1][C:2]([CH3:3])([O-:4])[CH3:5].[CH3:35][CH2:36][OH:37].[CH3:7][C:8]([CH2:9][C:10]([CH3:11])=[O:12])([CH3:13])[NH:14][C:15]([c:16]1[cH:17][cH:18][cH:19][cH:20][cH:21]1)=[O:22].[Na+:6]>>[CH3:7][C:8]([CH2:9][C:10]([CH2:11][C:27]([CH:26]([O:25][CH2:23][CH3:24])[O:32][CH2:33][CH3:34])=[O:28])=[O:12])([CH3:13])[NH:14][C:15]([c:16]1[cH:17][cH:18][cH:19][cH:20][cH:21]1)=[O:22]. The reactants are CCOC(=O)N1C(=O)C2(c3ccc(Cl)cc31)C(c1cccc(Cl)c1)CC(=O)NC2c1cccc(F)c1C, CO, [Na+], [OH-]. Product: Cc1c(F)cccc1C1NC(=O)CC(c2cccc(Cl)c2)C12C(=O)Nc1cc(Cl)ccc12. As a reaction SMILES: [CH2:1]([O:2][C:3](=[O:4])[N:6]1[C:7](=[O:37])[C:8]2([c:9]3[cH:10][cH:11][c:12]([Cl:15])[cH:13][c:14]31)[CH:16]([c:29]1[c:30]([CH3:36])[c:31]([F:35])[cH:32][cH:33][cH:34]1)[NH:17][C:18](=[O:28])[CH2:19][CH:20]2[c:21]1[cH:22][c:23]([Cl:27])[cH:24][cH:25][cH:26]1)[CH3:5].[CH3:40][OH:41].[Na+:39].[OH-:38]>>[NH:6]1[C:7](=[O:37])[C:8]2([c:9]3[cH:10][cH:11][c:12]([Cl:15])[cH:13][c:14]31)[CH:16]([c:29]1[c:30]([CH3:36])[c:31]([F:35])[cH:32][cH:33][cH:34]1)[NH:17][C:18](=[O:28])[CH2:19][CH:20]2[c:21]1[cH:22][c:23]([Cl:27])[cH:24][cH:25][cH:26]1. The reactants are C(C)NC(NC1=CC(=C(C=N1)C=1C=C2C(C(=CN(C2=NC1)[C@H]1CNCCC1)C(=O)OCC)=O)C=1SC=C(N1)C(F)(F)F)=O ((R)-ethyl 6-(6-(3-ethylureido)-4-(4-(trifluoromethyl)thiazol-2-yl)pyridin-3-yl)-4-oxo-1-(piperidin-3-yl)-1,4-dihydro-1,8-naphthyridine-3-carboxylate), C(C)(=O)O[BH-](OC(C)=O)OC(C)=O.[Na+] (sodium triacetoxyborohydride), FC(C(=O)O)(F)F.O1CCN(CC1)CC=O (2-morpholinoacetaldehyde 2,2,2-trifluoroacetate), CCN(C(C)C)C(C)C (DIEA). The solvent is C1CCOC1 (THF). Run at time 15 minute. Product: C(C)NC(NC1=CC(=C(C=N1)C=1C=C2C(C(=CN(C2=NC1)[C@H]1CN(CCC1)CCN1CCOCC1)C(=O)OCC)=O)C=1SC=C(N1)C(F)(F)F)=O ((R)-ethyl 6-(6-(3-ethylureido)-4-(4-(trifluoromethyl)thiazol-2-yl)pyridin-3-yl)-1-(1-(2-morpholinoethyl)piperidin-3-yl)-4-oxo-1,4-dihydro-1,8-naphthyridine-3-carboxylate). The yield is 0.0%. As a reaction SMILES: [CH2:1]([NH:3][C:4](=[O:43])[NH:5][C:6]1[N:11]=[CH:10][C:9]([C:12]2[CH:13]=[C:14]3[C:19](=[N:20][CH:21]=2)[N:18]([C@@H:22]2[CH2:27][CH2:26][CH2:25][NH:24][CH2:23]2)[CH:17]=[C:16]([C:28]([O:30][CH2:31][CH3:32])=[O:29])[C:15]3=[O:33])=[C:8]([C:34]2[S:35][CH:36]=[C:37]([C:39]([F:42])([F:41])[F:40])[N:38]=2)[CH:7]=1)[CH3:2].FC(F)(F)C(O)=O.[O:51]1[CH2:56][CH2:55][N:54]([CH2:57][CH:58]=O)[CH2:53][CH2:52]1.CCN(C(C)C)C(C)C.C(O[BH-](OC(=O)C)OC(=O)C)(=O)C.[Na+]>C1COCC1>[CH2:1]([NH:3][C:4](=[O:43])[NH:5][C:6]1[N:11]=[CH:10][C:9]([C:12]2[CH:13]=[C:14]3[C:19](=[N:20][CH:21]=2)[N:18]([C@@H:22]2[CH2:27][CH2:26][CH2:25][N:24]([CH2:58][CH2:57][N:54]4[CH2:55][CH2:56][O:51][CH2:52][CH2:53]4)[CH2:23]2)[CH:17]=[C:16]([C:28]([O:30][CH2:31][CH3:32])=[O:29])[C:15]3=[O:33])=[C:8]([C:34]2[S:35][CH:36]=[C:37]([C:39]([F:40])([F:42])[F:41])[N:38]=2)[CH:7]=1)[CH3:2] |f:1.2,4.5|. Procedure details: (R)-ethyl 6-(6-(3-ethylureido)-4-(4-(trifluoromethyl)thiazol-2-yl)pyridin-3-yl)-4-oxo-1-(piperidin-3-yl)-1,4-dihydro-1,8-naphthyridine-3-carboxylate (Example 27, 0.050 g, 0.08 mmol) was taken up in THF (2 mL) and 2-morpholinoacetaldehyde 2,2,2-trifluoroacetate (0.024 g, 0.10 mmol) and DIEA (0.043 mL, 0.24 mmol) were added. The mixture was stirred at RT for 15 min. then sodium triacetoxyborohydride (0.078 g, 0.37 mmol) was added and reaction was stirred at RT for 6 hrs. The reaction was then quen... Reaction conditions: time 48 hour. The product is C(C)OC(=O)C1(C(C(NCC1)=O)CCO)C(=O)OCC (3-(2-Hydroxyethyl)-2-oxo-4,4-piperidinedicarboxylic acid diethyl ester). The reagents and catalysts are [Pt](=O)=O (platinum (IV) oxide). Solvent: C(C)(=O)O (acetic acid). Reported procedure: To a solution of 4.35 g (0.015 mol) of the cyanodiester from Example 5 in 100 mL of glacial acetic acid was added 150 mg of platinum (IV) oxide, and the mixture was agitated under hydrogen (60 psi) until hydrogen uptake had ceased. The mixture was filtered and the acetic acid was removed under reduced pressure (Ca. 0.5 mm) at 30°-35° C. To the oily residue (containing a trace amount of acetic acid) was added 300 mL of chloroform and the mixture was stirred at room temperature for 48 h. The solve... Isolated yield 82.1%. Starting materials: C(C)OC(C(C(=O)OCC)(C1CCOC1=O)CC#N)=O ((Cyanomethyl)(tetrahydro-5-oxo-4-furanyl)propanedioic acid diethyl ester), [H][H] (hydrogen). As a reaction SMILES: [CH2:1]([O:3][C:4](=[O:20])[C:5]([CH2:17][C:18]#[N:19])([CH:11]1[C:15](=[O:16])[O:14][CH2:13][CH2:12]1)[C:6]([O:8][CH2:9][CH3:10])=[O:7])[CH3:2].[H][H]>C(O)(=O)C.[Pt](=O)=O>[CH2:1]([O:3][C:4]([C:5]1([C:6]([O:8][CH2:9][CH3:10])=[O:7])[CH2:17][CH2:18][NH:19][C:15](=[O:16])[CH:11]1[CH2:12][CH2:13][OH:14])=[O:20])[CH3:2]. Reactants: CCO, [Na+], [OH-], CCOC(=O)C(C)(C)CCCCOc1cccc(OCCCCCn2ccnc2)c1. Product: CC(C)(CCCCOc1cccc(OCCCCCn2ccnc2)c1)C(=O)O. RXN SMILES: [CH3:33][CH2:34][OH:35].[Na+:32].[OH-:31].[n:1]1([CH2:6][CH2:7][CH2:8][CH2:9][CH2:10][O:11][c:12]2[cH:13][c:14]([O:15][CH2:16][CH2:17][CH2:18][CH2:19][C:20]([C:21](=[O:22])[O:23][CH2:24][CH3:25])([CH3:26])[CH3:27])[cH:28][cH:29][cH:30]2)[cH:2][n:3][cH:4][cH:5]1>>[n:1]1([CH2:6][CH2:7][CH2:8][CH2:9][CH2:10][O:11][c:12]2[cH:13][c:14]([O:15][CH2:16][CH2:17][CH2:18][CH2:19][C:20]([C:21](=[O:22])[OH:23])([CH3:26])[CH3:27])[cH:28][cH:29][cH:30]2)[cH:2][n:3][cH:4][cH:5]1. Starting materials: BrC=1C=CC2=C(N(N=N2)CC2=CC(=CC=C2)C2=NC=C(C=N2)OCCN2CCOCC2)C1 (6-bromo-1-{3-[5-(2-morpholin-4-ylethoxy)pyrimidin-2-yl]benzyl}-1H-benzotriazole), CN1N=CC(=C1)B1OC(C(O1)(C)C)(C)C (1-methyl-4-(4,4,5,5-tetramethyl-1,3,2-dioxaborolan-2-yl)-1H-pyrazole), O.O.O.P(=O)([O-])([O-])[O-].[K+].[K+].[K+] (tripotassium phosphate trihydrate). Reagents/catalysts: Cl[Pd]([P](C1=CC=CC=C1)(C2=CC=CC=C2)C3=CC=CC=C3)([P](C4=CC=CC=C4)(C5=CC=CC=C5)C6=CC=CC=C6)Cl (bis(triphenylphosphine)palladium(II) chloride). The solvent is COCCOC (ethylene glycol dimethyl ether). Reaction conditions: temperature 80 celsius, time 24 hour. The product is CN1N=CC(=C1)C=1C=CC2=C(N(N=N2)CC2=CC(=CC=C2)C2=NC=C(C=N2)OCCN2CCOCC2)C1 (6-(1-methyl-1H-pyrazol-4-yl)-1-{3-[5-(2-morpholin-4-yl-ethoxy)pyrimidin-2-yl]benzyl}-1H-benzotriazole). RXN SMILES: Br[C:2]1[CH:3]=[CH:4][C:5]2[N:9]=[N:8][N:7]([CH2:10][C:11]3[CH:16]=[CH:15][CH:14]=[C:13]([C:17]4[N:22]=[CH:21][C:20]([O:23][CH2:24][CH2:25][N:26]5[CH2:31][CH2:30][O:29][CH2:28][CH2:27]5)=[CH:19][N:18]=4)[CH:12]=3)[C:6]=2[CH:32]=1.[CH3:33][N:34]1[CH:38]=[C:37](B2OC(C)(C)C(C)(C)O2)[CH:36]=[N:35]1.O.O.O.P([O-])([O-])([O-])=O.[K+].[K+].[K+]>COCCOC.Cl[Pd](Cl)([P](C1C=CC=CC=1)(C1C=CC=CC=1)C1C=CC=CC=1)[P](C1C=CC=CC=1)(C1C=CC=CC=1)C1C=CC=CC=1>[CH3:33][N:34]1[CH:38]=[C:37]([C:2]2[CH:3]=[CH:4][C:5]3[N:9]=[N:8][N:7]([CH2:10][C:11]4[CH:16]=[CH:15][CH:14]=[C:13]([C:17]5[N:18]=[CH:19][C:20]([O:23][CH2:24][CH2:25][N:26]6[CH2:31][CH2:30][O:29][CH2:28][CH2:27]6)=[CH:21][N:22]=5)[CH:12]=4)[C:6]=3[CH:32]=2)[CH:36]=[N:35]1 |f:2.3.4.5.6.7.8,^1:67,86|. Procedure: 200 mg (0.352 mmol) of 6-bromo-1-{3-[5-(2-morpholin-4-ylethoxy)pyrimidin-2-yl]benzyl}-1H-benzotriazole, 80.6 mg (0.387 mmol) of 1-methyl-4-(4,4,5,5-tetramethyl-1,3,2-dioxaborolan-2-yl)-1H-pyrazole and 150 mg (0.704 mmol) of tripotassium phosphate trihydrate are suspended in 6 ml of ethylene glycol dimethyl ether, degassed evacuated and flushed with nitrogen a number of times. 24.7 mg (0.035 mmol) of bis(triphenylphosphine)palladium(II) chloride are added, and the mixture is again evacuated and f...